From a dataset of the Open Reaction Database (ORD), a public repository of structured organic reaction records. describe an organic reaction: reactants, conditions, products, and yield Starting materials: C(C)N(CCN1N=C2C=3C(=C(C=CC13)[N+](=O)[O-])SC1=C2C=C(C=C1)OCC1=CC=CC=C1)CC (N,N-diethyl-5-nitro-9-phenylmethoxy-2H[1]benzothiopyrano[4,3,2-cd]indazole-2-ethanamine). The reagents and catalysts are [Ni] (Raney nickel). The solvent is CO (MeOH). Product: NC1=C2C=3C(=NN(C3C=C1)CCN(CC)CC)C1=C(S2)C=CC(=C1)OCC1=CC=CC=C1 (5-Amino-N,N-diethyl-9-phenylmethoxy-2H[1]benzothiopyrano[4,3,2-cd]indazole-2-ethanamine). Reaction SMILES: [CH2:1]([N:3]([CH2:33][CH3:34])[CH2:4][CH2:5][N:6]1[C:14]2[CH:13]=[CH:12][C:11]([N+:15]([O-])=O)=[C:10]3[S:18][C:19]4[CH:24]=[CH:23][C:22]([O:25][CH2:26][C:27]5[CH:32]=[CH:31][CH:30]=[CH:29][CH:28]=5)=[CH:21][C:20]=4[C:8]([C:9]=23)=[N:7]1)[CH3:2]>[Ni].CO>[NH2:15][C:11]1[CH:12]=[CH:13][C:14]2[N:6]([CH2:5][CH2:4][N:3]([CH2:1][CH3:2])[CH2:33][CH3:34])[N:7]=[C:8]3[C:20]4[CH:21]=[C:22]([O:25][CH2:26][C:27]5[CH:32]=[CH:31][CH:30]=[CH:29][CH:28]=5)[CH:23]=[CH:24][C:19]=4[S:18][C:10]=1[C:9]=23. Procedure details: A mixture of 0.47 g (0.001 mol) of N,N-diethyl-5-nitro-9-phenylmethoxy-2H[1]benzothiopyrano[4,3,2-cd]indazole-2-ethanamine, 0.5 of Raney nickel, and 100 ml of MeOH was hydrogenated in a Parr shaker at 25° C. and an initial pressure of 50.0 psi. The mixture was filtered and the filtrate was concentrated to dryness. Crystallization of the residue from the appropriate solvent furnished the product. The reactants are COC(=O)C(CC(C)C)NC(=O)c1ccc(N2CCN(C(=O)c3ccccc3C(F)(F)F)CC2)nn1, [H-], [Li+], C1CCOC1, [OH-], O. Product: CC(C)CC(NC(=O)c1ccc(N2CCN(C(=O)c3ccccc3C(F)(F)F)CC2)nn1)C(=O)O. Reaction SMILES: [CH3:4][O:5][C:6]([CH:7]([CH2:8][CH:9]([CH3:10])[CH3:11])[NH:12][C:13](=[O:14])[c:15]1[n:16][n:17][c:18]([N:21]2[CH2:22][CH2:23][N:24]([C:27]([c:28]3[c:29]([C:34]([F:35])([F:36])[F:37])[cH:30][cH:31][cH:32][cH:33]3)=[O:38])[CH2:25][CH2:26]2)[cH:19][cH:20]1)=[O:39].[H-:1].[Li+:3].[O:40]1[CH2:41][CH2:42][CH2:43][CH2:44]1.[OH-:2].[OH2:45]>>[O:5]=[C:6]([CH:7]([CH2:8][CH:9]([CH3:10])[CH3:11])[NH:12][C:13](=[O:14])[c:15]1[n:16][n:17][c:18]([N:21]2[CH2:22][CH2:23][N:24]([C:27]([c:28]3[c:29]([C:34]([F:35])([F:36])[F:37])[cH:30][cH:31][cH:32][cH:33]3)=[O:38])[CH2:25][CH2:26]2)[cH:19][cH:20]1)[OH:39]. Reactants: NC1=NC(=C(C(=N1)O)CC1=C(C=C(C(=O)OC)C=C1)F)C (Methyl 4-((2-amino-4-hydroxy-6-methylpyrimidin-5-yl)methyl)-3-fluorobenzoate), P(=O)(Cl)(Cl)Cl (phosphorous oxychloride). Reaction conditions: temperature 90 celsius, time 15 hour. Yields the product NC1=NC(=C(C(=N1)Cl)CC1=C(C=C(C(=O)OC)C=C1)F)C (Methyl 4-((2-amino-4-chloro-6-methylpyrimidin-5-yl)methyl)-3-fluorobenzoate). Reaction SMILES: [NH2:1][C:2]1[N:7]=[C:6](O)[C:5]([CH2:9][C:10]2[CH:19]=[CH:18][C:13]([C:14]([O:16][CH3:17])=[O:15])=[CH:12][C:11]=2[F:20])=[C:4]([CH3:21])[N:3]=1.P(Cl)(Cl)([Cl:24])=O>>[NH2:1][C:2]1[N:7]=[C:6]([Cl:24])[C:5]([CH2:9][C:10]2[CH:19]=[CH:18][C:13]([C:14]([O:16][CH3:17])=[O:15])=[CH:12][C:11]=2[F:20])=[C:4]([CH3:21])[N:3]=1. Procedure details: The product from step (ii) (6.6 g) was added to phosphorous oxychloride (40 ml) under nitrogen. The resulting mixture was stirred at 90° C. for 15 h. The phosphorous oxychloride was evaporated under reduced pressure and the residue cautiously diluted with water (50 mL). The aqueous phase was neutralised with NaHCO3 and heated at 50° C. for 1 h. The mixture was allowed to cool and the precipitate was collected by filtration. The solid was suspended in MeCN (40 mL) and collected by filtration to g... Reactants: O=C([O-])[O-], C#CCCc1ccccc1, CCNC(=O)c1ccc(-n2cc(C(=O)NC3CC3)nn2)c(I)c1, [Cu]I, [K+], [K+], CN(C)C=O, Cl[Pd]Cl, c1ccc(P(c2ccccc2)c2ccccc2)cc1, c1ccc(P(c2ccccc2)c2ccccc2)cc1. Yields the product CCNC(=O)c1ccc(-n2cc(C(=O)NC3CC3)nn2)c(C#CCCc2ccccc2)c1. RXN SMILES: [C:24](=[O:25])([O-:26])[O-:27].[CH2:30]([CH2:31][C:32]#[CH:33])[c:34]1[cH:35][cH:36][cH:37][cH:38][cH:39]1.[CH:1]1([NH:4][C:5](=[O:6])[c:7]2[n:8][n:9][n:10](-[c:12]3[c:13]([I:23])[cH:14][c:15]([C:18](=[O:19])[NH:20][CH2:21][CH3:22])[cH:16][cH:17]3)[cH:11]2)[CH2:2][CH2:3]1.[Cu:45][I:46].[K+:28].[K+:29].[O:40]=[CH:41][N:42]([CH3:43])[CH3:44].[Pd:47]([Cl:48])[Cl:49].[c:50]1([P:51]([c:52]2[cH:53][cH:54][cH:55][cH:56][cH:57]2)[c:58]2[cH:59][cH:60][cH:61][cH:62][cH:63]2)[cH:64][cH:65][cH:66][cH:67][cH:68]1.[c:69]1([P:70]([c:71]2[cH:72][cH:73][cH:74][cH:75][cH:76]2)[c:77]2[cH:78][cH:79][cH:80][cH:81][cH:82]2)[cH:83][cH:84][cH:85][cH:86][cH:87]1>>[CH:1]1([NH:4][C:5](=[O:6])[c:7]2[n:8][n:9][n:10](-[c:12]3[c:13]([C:33]#[C:32][CH2:31][CH2:30][c:34]4[cH:35][cH:36][cH:37][cH:38][cH:39]4)[cH:14][c:15]([C:18](=[O:19])[NH:20][CH2:21][CH3:22])[cH:16][cH:17]3)[cH:11]2)[CH2:2][CH2:3]1. The reactants are O=S(=O)(Cl)Cc1ccccc1, CCOC(C)=O, CCOC(=O)Cn1c(C)ccc(N)c1=O, C1CCOC1, Cc1cc(C)nc(C)c1. Yields the product CCOC(=O)Cn1c(C)ccc(NS(=O)(=O)Cc2ccccc2)c1=O. RXN SMILES: [CH2:25]([c:26]1[cH:27][cH:28][cH:29][cH:30][cH:31]1)[S:32](=[O:33])(=[O:34])[Cl:35].[CH3:41][CH2:42][O:43][C:44](=[O:45])[CH3:46].[NH2:1][c:2]1[c:3](=[O:15])[n:4]([CH2:9][C:10](=[O:11])[O:12][CH2:13][CH3:14])[c:5]([CH3:8])[cH:6][cH:7]1.[O:36]1[CH2:37][CH2:38][CH2:39][CH2:40]1.[n:16]1[c:17]([CH3:18])[cH:19][c:20]([CH3:21])[cH:22][c:23]1[CH3:24]>>[NH:1]([c:2]1[c:3](=[O:15])[n:4]([CH2:9][C:10](=[O:11])[O:12][CH2:13][CH3:14])[c:5]([CH3:8])[cH:6][cH:7]1)[S:32]([CH2:25][c:26]1[cH:27][cH:28][cH:29][cH:30][cH:31]1)(=[O:33])=[O:34].